The task is: describe an organic reaction: reactants, conditions, products, and yield. This data is from the Open Reaction Database (ORD), a public repository of structured organic reaction records. Starting materials: CC#N, C#CCO, CCNCC, CN(C)C=O, [Cu]I, Nc1nonc1C(=NO)Nc1cccc(I)c1, O. Yields the product Nc1nonc1C(=NO)Nc1cccc(C#CCO)c1. As a reaction SMILES: [C:33](#[N:34])[CH3:35].[CH2:18]([C:19]#[CH:20])[OH:21].[CH2:22]([NH:23][CH2:24][CH3:25])[CH3:26].[CH3:27][N:28]([CH3:29])[CH:30]=[O:31].[Cu:36][I:37].[NH2:1][c:2]1[c:3]([C:7]([NH:8][c:9]2[cH:10][c:11]([I:15])[cH:12][cH:13][cH:14]2)=[N:16][OH:17])[n:4][o:5][n:6]1.[OH2:32]>>[NH2:1][c:2]1[c:3]([C:7]([NH:8][c:9]2[cH:10][c:11]([C:20]#[C:19][CH2:18][OH:21])[cH:12][cH:13][cH:14]2)=[N:16][OH:17])[n:4][o:5][n:6]1.